Dataset: the Open Reaction Database (ORD), a public repository of structured organic reaction records. Task: describe an organic reaction: reactants, conditions, products, and yield RXN SMILES: [Cl:16][P:17]([Cl:18])([Cl:19])([Cl:20])[Cl:21].[OH2:22].[c:1]1([CH:7]([C:8]#[N:9])[c:10]2[cH:11][cH:12][cH:13][cH:14][cH:15]2)[cH:2][cH:3][cH:4][cH:5][cH:6]1>>[c:1]1([C:7]([C:8]#[N:9])([c:10]2[cH:11][cH:12][cH:13][cH:14][cH:15]2)[Cl:16])[cH:2][cH:3][cH:4][cH:5][cH:6]1. The reactants are ClP(Cl)(Cl)(Cl)Cl, O, N#CC(c1ccccc1)c1ccccc1. Yields the product N#CC(Cl)(c1ccccc1)c1ccccc1. Starting materials: CN(C(=O)C=1C=2CCCOC2C2=C(NC(=N2)C2=C(C(=CC=C2)C)C)C1)C (racemic 2,3-dimethylphenyl-3,6,7,8-tetrahydro-chromeno[7,8-d]imidazole-5-carboxylic acid dimethylamide), CCCCCCC.C(C)O.C(C)NCC (n-heptan ethanol diethylamine). Yields the product CN(C(=O)C=1C=2CC[C@@H](OC2C2=C(N(C(=N2)C)C)C1)C1=CC=CC=C1)C ((8R)-2,3-Dimethyl-8-phenyl-3,6,7,8-tetrahydro-chromeno[7,8-d]imidazole-5-carboxylic Acid Dimethylamide). Reaction SMILES: [CH3:1][N:2]([CH3:26])[C:3]([C:5]1[C:6]2[CH2:7][CH2:8][CH2:9][O:10][C:11]=2[C:12]2[N:16]=[C:15]([C:17]3C=CC=C(C)C=3C)[NH:14][C:13]=2[CH:25]=1)=[O:4].C[CH2:28][CH2:29][CH2:30][CH2:31][CH2:32][CH3:33].[CH2:34](O)C.C(NCC)C>>[CH3:1][N:2]([CH3:26])[C:3]([C:5]1[C:6]2[CH2:7][CH2:8][C@H:9]([C:28]3[CH:29]=[CH:30][CH:31]=[CH:32][CH:33]=3)[O:10][C:11]=2[C:12]2[N:16]=[C:15]([CH3:17])[N:14]([CH3:34])[C:13]=2[CH:25]=1)=[O:4] |f:1.2.3|. Procedure: Resolution of racemic 2,3-dimethylphenyl-3,6,7,8-tetrahydro-chromeno[7,8-d]imidazole-5-carboxylic acid dimethylamide (0.5 g, 1.4 mmol) was achieved by preparative chromatography using a 275×110 mm CHIRALPAK® AS-V 20 μm column. The mobile phase consisted of a n-heptan/ethanol/diethylamine mixture [95/5/0.1 (v/v/v)]. The separation was performed at room temperature with a flow rate of 1 ml/min. The products were detected at a wavelength of 225 nm. The separation afforded 0.19 g (39%; ee 99.8%) of ... The reactants are COC(=O)C=Cc1cc2cccnc2cc1[N+](=O)[O-], CCO, Cl, [Na+], [OH-]. Yields the product O=C(O)C=Cc1cc2cccnc2cc1[N+](=O)[O-]. Reaction SMILES: [CH3:1][O:2][C:3]([CH:4]=[CH:5][c:6]1[cH:7][c:8]2[cH:9][cH:10][cH:11][n:12][c:13]2[cH:14][c:15]1[N+:16](=[O:17])[O-:18])=[O:19].[CH3:23][CH2:24][OH:25].[ClH:22].[Na+:21].[OH-:20]>>[O:2]=[C:3]([CH:4]=[CH:5][c:6]1[cH:7][c:8]2[cH:9][cH:10][cH:11][n:12][c:13]2[cH:14][c:15]1[N+:16](=[O:17])[O-:18])[OH:19]. The reactants are three, [Si](C1=CC=CC=C1)(C1=CC=CC=C1)(C(C)(C)C)OC[C@H](CCS(=O)(=O)[O-])NS(=O)(=O)C ((S)-3-((tert-Butyldiphenylsilyl)oxy)-2-(methylsulfonamido)propyl-methane-sulfonate), [Cl-].[Li+] (Lithium chloride). The solvent is CN(C)C=O (DMF), C(C)(=O)OCC (ethyl acetate), hexanes. Conditions: temperature 80 celsius, time 90 minute. Product: [Si](C1=CC=CC=C1)(C1=CC=CC=C1)(C(C)(C)C)OC[C@@H](CCl)NS(=O)(=O)C ((S)—N-(1-((tert-butyldiphenylsilyl)oxy)-3-chloropropan-2-yl)methane-sulfonamide). As a reaction SMILES: [Si:1]([O:18][CH2:19][C@@H:20]([NH:27][S:28]([CH3:31])(=[O:30])=[O:29])[CH2:21]CS([O-])(=O)=O)([C:14]([CH3:17])([CH3:16])[CH3:15])([C:8]1[CH:13]=[CH:12][CH:11]=[CH:10][CH:9]=1)[C:2]1[CH:7]=[CH:6][CH:5]=[CH:4][CH:3]=1.[Cl-:32].[Li+]>CN(C=O)C.C(OCC)(=O)C>[Si:1]([O:18][CH2:19][C@H:20]([NH:27][S:28]([CH3:31])(=[O:30])=[O:29])[CH2:21][Cl:32])([C:14]([CH3:17])([CH3:16])[CH3:15])([C:8]1[CH:13]=[CH:12][CH:11]=[CH:10][CH:9]=1)[C:2]1[CH:7]=[CH:6][CH:5]=[CH:4][CH:3]=1 |f:1.2|. Reported procedure: To a 250 mL three neck flask fitted with a thermometer, condenser, stirbar, under argon was added the bis-methanesulfonyl derivative 6 (44 g, 0.091 mol) dissolved in DMF (200 mL). Lithium chloride (5.8 g, 0.136 mol) was added in one portion. The reaction mixture was heated to 80° C. with an oil bath. After 90 min the reaction was allowed to cool to room temperature and diluted with 50% ethyl acetate in hexanes (880 mL). The layers were separated and the organic layer was washed with water (2×550...